The task is: describe an organic reaction: reactants, conditions, products, and yield. This data is from the Open Reaction Database (ORD), a public repository of structured organic reaction records. The reactants are O=C([O-])[O-], CN1CCC(Oc2ccc(C(F)(F)F)cc2)C(c2ccccc2)C1, O=C(Cl)OCC(Cl)(Cl)Cl, [K+], [K+], c1ccccc1. Product: O=C(OCC(Cl)(Cl)Cl)N1CCC(Oc2ccc(C(F)(F)F)cc2)C(c2ccccc2)C1. As a reaction SMILES: [C:1](=[O:2])([O-:3])[O-:4].[CH3:16][N:17]1[CH2:18][CH:19]([c:34]2[cH:35][cH:36][cH:37][cH:38][cH:39]2)[CH:20]([O:23][c:24]2[cH:25][cH:26][c:27]([C:30]([F:31])([F:32])[F:33])[cH:28][cH:29]2)[CH2:21][CH2:22]1.[Cl:7][C:8](=[O:9])[O:10][CH2:11][C:12]([Cl:13])([Cl:14])[Cl:15].[K+:5].[K+:6].[cH:40]1[cH:41][cH:42][cH:43][cH:44][cH:45]1>>[C:8](=[O:9])([O:10][CH2:11][C:12]([Cl:13])([Cl:14])[Cl:15])[N:17]1[CH2:18][CH:19]([c:34]2[cH:35][cH:36][cH:37][cH:38][cH:39]2)[CH:20]([O:23][c:24]2[cH:25][cH:26][c:27]([C:30]([F:31])([F:32])[F:33])[cH:28][cH:29]2)[CH2:21][CH2:22]1.